describe an organic reaction: reactants, conditions, products, and yield From a dataset of the Open Reaction Database (ORD), a public repository of structured organic reaction records. Reactants: OC1=C(C(=O)C2=C(C=C(C=C2)O)O)C=CC(=C1)O (2,2′,4,4′-tetrahydroxybenzophenone), C(C)(=O)[O-].[Na+] (sodium acetate), Cl.C1(CCCCC1)NN (cyclohexylhydrazine hydrochloride). Yields the product C1(CCCCC1)N1N=C(C2=CC=C(C=C12)O)C1=C(C=C(C=C1)O)O (4-(1-cyclohexyl-6-hydroxy-1H-indazol-3-yl)benzene-1,3-diol). Yield: 24.7%. As a reaction SMILES: O[C:2]1[CH:17]=[C:16]([OH:18])[CH:15]=[CH:14][C:3]=1[C:4]([C:6]1[CH:11]=[CH:10][C:9]([OH:12])=[CH:8][C:7]=1[OH:13])=O.C([O-])(=O)C.[Na+].Cl.[CH:25]1([NH:31][NH2:32])[CH2:30][CH2:29][CH2:28][CH2:27][CH2:26]1>>[CH:25]1([N:31]2[C:2]3[C:3](=[CH:14][CH:15]=[C:16]([OH:18])[CH:17]=3)[C:4]([C:6]3[CH:11]=[CH:10][C:9]([OH:12])=[CH:8][C:7]=3[OH:13])=[N:32]2)[CH2:30][CH2:29][CH2:28][CH2:27][CH2:26]1 |f:1.2,3.4|. Procedure details: Prepared according to Method B from 2,2′,4,4′-tetrahydroxybenzophenone (0.123 g, 0.5 mmol), sodium acetate (0.164 g, 2 mmol) and cyclohexylhydrazine hydrochloride (0.150 g, 1.0 mmol) to give 0.040 g of product as a white solid Starting materials: BrCC1=CC=C(C=C1)S(=O)(=O)C (1-bromomethyl-4-methanesulfonylbenzene), C(C)(C)(C)O (tert-butanol), C(C)OC(CC(C(C)C)=O)=O (4-methyl-3-oxopentanoic acid ethyl ester), CC(C)([O-])C.[K+] (potassium tert-butoxide). The solvent is O1CCCC1 (tetrahydrofuran), O1CCCC1 (tetrahydrofuran), O (water). Reaction conditions: temperature 70 celsius. The product is C(C)OC(C(C(C(C)C)=O)CC1=CC=C(C=C1)S(=O)(=O)C)=O (2-(4-methanesulfonylbenzyl)-4-methyl-3-oxopentanoic Acid Ethyl Ester). RXN SMILES: CC(C)([O-])C.[K+].C(O)(C)(C)C.[CH2:12]([O:14][C:15](=[O:22])[CH2:16][C:17](=[O:21])[CH:18]([CH3:20])[CH3:19])[CH3:13].Br[CH2:24][C:25]1[CH:30]=[CH:29][C:28]([S:31]([CH3:34])(=[O:33])=[O:32])=[CH:27][CH:26]=1>O1CCCC1.O>[CH2:12]([O:14][C:15](=[O:22])[CH:16]([CH2:24][C:25]1[CH:26]=[CH:27][C:28]([S:31]([CH3:34])(=[O:33])=[O:32])=[CH:29][CH:30]=1)[C:17](=[O:21])[CH:18]([CH3:19])[CH3:20])[CH3:13] |f:0.1|. Procedure: A suspension of potassium tert-butoxide (0.54 g) in anhydrous tetrahydrofuran (200 mL) at 0° C. was treated with a mixture of tert-butanol (0.1 mL) and 4-methyl-3-oxopentanoic acid ethyl ester (0.65 mL). After stirring at room temperature for 45 minutes a solution of 1-bromomethyl-4-methanesulfonylbenzene (1.0 g) in tetrahydrofuran (50 mL) was added and the resulting mixture heated at 70° C. for 24 hours. The mixture was cooled to room temperature, diluted with water and the tetrahydrofuran remo... Starting materials: COC(=O)c1cc(Cl)ccc1NC(=O)COCC(=O)O, Nc1ccc(-c2ccoc2)cc1. Product: COC(=O)c1cc(Cl)ccc1NC(=O)COCC(=O)Nc1ccc(-c2ccoc2)cc1. As a reaction SMILES: [Cl:13][c:14]1[cH:15][c:16]([C:29](=[O:30])[O:31][CH3:32])[c:17]([NH:20][C:21]([CH2:22][O:23][CH2:24][C:25](=[O:26])[OH:27])=[O:28])[cH:18][cH:19]1.[o:1]1[cH:2][c:3](-[c:6]2[cH:7][cH:8][c:9]([NH2:10])[cH:11][cH:12]2)[cH:4][cH:5]1>>[o:1]1[cH:2][c:3](-[c:6]2[cH:7][cH:8][c:9]([NH:10][C:25]([CH2:24][O:23][CH2:22][C:21]([NH:20][c:17]3[c:16]([C:29](=[O:30])[O:31][CH3:32])[cH:15][c:14]([Cl:13])[cH:19][cH:18]3)=[O:28])=[O:26])[cH:11][cH:12]2)[cH:4][cH:5]1. The reactants are CCCC[Sn](CCCC)(CCCC)c1ccc(CN2CCOCC2)cn1, C1COCCO1, COc1cc(Nc2c(C#N)cnc3cc(I)ccc23)c(Cl)cc1Cl. Yields the product COc1cc(Nc2c(C#N)cnc3cc(-c4ccc(CN5CCOCC5)cn4)ccc23)c(Cl)cc1Cl. As a reaction SMILES: [CH2:25]([Sn:26]([CH2:27][CH2:28][CH2:29][CH3:43])([c:30]1[cH:31][cH:32][c:33]([CH2:36][N:37]2[CH2:38][CH2:39][O:40][CH2:41][CH2:42]2)[cH:34][n:35]1)[CH2:44][CH2:45][CH2:46][CH3:47])[CH2:48][CH2:49][CH3:50].[CH2:51]1[O:52][CH2:53][CH2:54][O:55][CH2:56]1.[Cl:1][c:2]1[c:3]([NH:4][c:5]2[c:6]([C:16]#[N:17])[cH:7][n:8][c:9]3[cH:10][c:11]([I:15])[cH:12][cH:13][c:14]23)[cH:18][c:19]([O:23][CH3:24])[c:20]([Cl:22])[cH:21]1>>[Cl:1][c:2]1[c:3]([NH:4][c:5]2[c:6]([C:16]#[N:17])[cH:7][n:8][c:9]3[cH:10][c:11](-[c:30]4[cH:31][cH:32][c:33]([CH2:36][N:37]5[CH2:38][CH2:39][O:40][CH2:41][CH2:42]5)[cH:34][n:35]4)[cH:12][cH:13][c:14]23)[cH:18][c:19]([O:23][CH3:24])[c:20]([Cl:22])[cH:21]1. Starting materials: CN1C(C=C(C2=CC=CC=C12)O)=O (1-methyl-4-hydroxy-2(1H)-quinolinone). The solvent is COC(N(C)C)OC (dimethyl formamide dimethyl acetal), C(Cl)Cl (methylene chloride). Product: CN1C(C(C(C2=CC=CC=C12)=O)=CN(C)C)=O (1-methyl-3-dimethylaminomethylene-(1H)-quinolin-2,4-dione). Reaction SMILES: [CH3:1][N:2]1[C:11]2[C:6](=[CH:7][CH:8]=[CH:9][CH:10]=2)[C:5]([OH:12])=[CH:4][C:3]1=[O:13]>COC(OC)N(C)C.C(Cl)Cl>[CH3:1][N:2]1[C:11]2[C:6](=[CH:7][CH:8]=[CH:9][CH:10]=2)[C:5](=[O:12])[C:4](=[CH:1][N:2]([CH3:11])[CH3:3])[C:3]1=[O:13]. Procedure details: A suspension of 1-methyl-4-hydroxy-2(1H)-quinolinone (1.0 gm) in dimethyl formamide dimethyl acetal (5 ml) and methylene chloride (2.0) was refluxed for 1 hour. The resulting dark orange solution was evaporated under reduced pressure to give 1-methyl-3-dimethylaminomethylene-(1H)-quinolin-2,4-dione. Reactants: [OH-].[Na+] (sodium hydroxide), C(C=CC(=O)O)(=O)O.N1CC=CC1 (2,5-dihydro-1H-pyrrole (2-butenedioate)), C([O-])([O-])=O.[Na+].[Na+] (sodium carbonate), O1C2C1CC=1C=CC=CC12 (1a,6a-dihydro-6H-indeno [1,2-b] oxirene). Run in O (water), O (water). Run at temperature 70 celsius. Yields the product N1(CC=CC1)[C@H]1[C@@H](CC2=CC=CC=C12)O (Trans (±) 2,3-dihydro-1-(2,5-dihydro-1H-pyrrol-1-yl)-1H-inden-2-ol). Reaction SMILES: C(O)(=O)C=CC(O)=O.[NH:9]1[CH2:13][CH:12]=[CH:11][CH2:10]1.C(=O)([O-])[O-].[Na+].[Na+].[O:20]1[CH:22]2[CH2:23][C:24]3[CH:25]=[CH:26][CH:27]=[CH:28][C:29]=3[CH:21]12.[OH-].[Na+]>O>[N:9]1([C@@H:21]2[C:29]3[C:24](=[CH:25][CH:26]=[CH:27][CH:28]=3)[CH2:23][C@H:22]2[OH:20])[CH2:13][CH:12]=[CH:11][CH2:10]1 |f:0.1,2.3.4,6.7|. Procedure details: A solution of 10 g of 2,5-dihydro-1H-pyrrole (2-butenedioate) and 6 g of sodium carbonate in 20 ml of water was added at 20° C. to a solution of 7.4 g of 1a,6a-dihydro-6H-indeno [1,2-b] oxirene in 5 ml of water and the mixture was heated at 70° C. for 4 hours and allowed to cool to room temperature. 15 ml of sodium hydroxide solution were added and the mixture was extracted with ethyl acetate. The organic phase was dried and evaporated to dryness under reduced pressure to obtain 8.62 g of raw pr...